This data is from the Open Reaction Database (ORD), a public repository of structured organic reaction records. The task is: describe an organic reaction: reactants, conditions, products, and yield Starting materials: C([O-])(O)=O.[Na+] (sodium bicarbonate), B(F)(F)F.CCOCC (boron trifluoride diethyl etherate), EtOAc hexanes, COCC(CC(=O)OC)=O (methyl 4-methoxyacetoacetate), FC=1C=C(C=O)C=CC1F (3,4-difluorobenzaldehyde), NC(=O)N (urea). Reagents/catalysts: [Cu-]=O (copper(I) oxide). The solvent is C(C)(=O)O (acetic acid), C1CCOC1 (THF). Product: COC(=O)C1=C(NC(NC1C1=CC(=C(C=C1)F)F)=O)COC (5-Methoxycarbonyl-4-methoxymethyl-1,2,3,6-tetrahydro-2-oxo-6-(3,4-difluorophenyl)-pyrimidine). Reaction SMILES: [CH3:1][O:2][CH2:3][C:4](=O)[CH2:5][C:6]([O:8][CH3:9])=[O:7].[F:11][C:12]1[CH:13]=[C:14]([CH:17]=[CH:18][C:19]=1[F:20])[CH:15]=O.[NH2:21][C:22]([NH2:24])=[O:23].B(F)(F)F.CCOCC.C(=O)(O)[O-].[Na+]>C1COCC1.[Cu-]=O.C(O)(=O)C>[CH3:9][O:8][C:6]([C:5]1[CH:15]([C:14]2[CH:17]=[CH:18][C:19]([F:20])=[C:12]([F:11])[CH:13]=2)[NH:24][C:22](=[O:23])[NH:21][C:4]=1[CH2:3][O:2][CH3:1])=[O:7] |f:3.4,5.6|. Procedure: To a well-stirred mixture of methyl 4-methoxyacetoacetate (50 g, 0.351 mol), 3,4-difluorobenzaldehyde (51.39 g, 0.351 mmol), and urea (31.64 g, 0.527 mole) in THF (300 mL) at room temperature were added copper(I) oxide (5.06 g, 0.035 mole) and acetic acid (2.05 mL) sequentially followed by dropwise addition of boron trifluoride diethyl etherate (56 mL, 0.456 mole). The mixture was stirred and refluxed for 8 h, whereupon TLC (1/1 EtOAc/hexanes) indicated completion of the reaction. It was cooled ... Reactants: CN1CCCC1=O, CCOC(C)=O, N#C[Cu], Nc1cc(Cl)nc(Cl)c1[N+](=O)[O-], O. The product is N#Cc1nc(Cl)cc(N)c1[N+](=O)[O-]. Reaction SMILES: [CH3:16][N:17]1[CH2:18][CH2:19][CH2:20][C:21]1=[O:22].[CH3:23][CH2:24][O:25][C:26](=[O:27])[CH3:28].[Cu:13][C:14]#[N:15].[NH2:1][c:2]1[c:3]([N+:10](=[O:11])[O-:12])[c:4]([Cl:9])[n:5][c:6]([Cl:8])[cH:7]1.[OH2:29]>>[NH2:1][c:2]1[c:3]([N+:10](=[O:11])[O-:12])[c:4]([C:14]#[N:15])[n:5][c:6]([Cl:8])[cH:7]1. Reactants: ClC1=C(C=C(C(=C1)F)N1C(N(C(=CC1=O)C(F)(F)F)C)=O)O (2-chloro-4-fluoro-5-[3-methyl-2,6-dioxo-4-(trifluoromethyl)-1,2,3,6-tetrahydropyrimidin-1-yl]phenol), COC1=CC(=NC(=N1)S(=O)(=O)C)OCC(=O)OC (6-methoxy-4-(methoxycarbonyl)methoxy-2-methylsulfonylpyrimidine), CN(C=O)C (N,N-dimethylformamide), C([O-])([O-])=O.[K+].[K+] (potassium carbonate). Solvent: O (water). Reaction conditions: temperature 80 celsius, time 1 hour. The product is ClC1=C(OC2=NC(=CC(=N2)OCC(=O)OC)OC)C=C(C(=C1)F)N1C(N(C(=CC1=O)C(F)(F)F)C)=O (2-{2-chloro-4-fluoro-5-[3-methyl-2,6-dioxo-4-(trifluoromethyl)-1,2,3,6-tetrahydropyrimidin-1-yl]phenoxy}-6-methoxy-4-(methoxycarbonyl)methoxypyrimidine). Isolated yield 98.1%. As a reaction SMILES: [Cl:1][C:2]1[CH:7]=[C:6]([F:8])[C:5]([N:9]2[C:14](=[O:15])[CH:13]=[C:12]([C:16]([F:19])([F:18])[F:17])[N:11]([CH3:20])[C:10]2=[O:21])=[CH:4][C:3]=1[OH:22].[CH3:23][O:24][C:25]1[N:30]=[C:29](S(C)(=O)=O)[N:28]=[C:27]([O:35][CH2:36][C:37]([O:39][CH3:40])=[O:38])[CH:26]=1.CN(C)C=O.C(=O)([O-])[O-].[K+].[K+]>O>[Cl:1][C:2]1[CH:7]=[C:6]([F:8])[C:5]([N:9]2[C:14](=[O:15])[CH:13]=[C:12]([C:16]([F:18])([F:19])[F:17])[N:11]([CH3:20])[C:10]2=[O:21])=[CH:4][C:3]=1[O:22][C:29]1[N:28]=[C:27]([O:35][CH2:36][C:37]([O:39][CH3:40])=[O:38])[CH:26]=[C:25]([O:24][CH3:23])[N:30]=1 |f:3.4.5|. Procedure: To a mixture of 400 mg of 2-chloro-4-fluoro-5-[3-methyl-2,6-dioxo-4-(trifluoromethyl)-1,2,3,6-tetrahydropyrimidin-1-yl]phenol, 359 mg of 6-methoxy-4-(methoxycarbonyl)methoxy-2-methylsulfonylpyrimidine and 3 ml of N,N-dimethylformamide, 196 mg of potassium carbonate was added, and the mixture was stirred for 1 hour at 80° C. The reaction solution was cooled to room temperature, then, this reaction solution was poured into water, and extracted with ethyl acetate. The organic layer was washed with ... Starting materials: C(C)N1C(N(C2=C1C=CC(=C2)C=2C(=NN(C2)CC=O)C=2C=C(C=CC2)C)CC)=O ([4-(1,3-Diethyl-2-oxo-2,3-dihydro-1H-benzoimidazol-5-yl)-3-m-tolyl-pyrazol-1-yl]-acetaldehyde), COCCN (methoxyethylamine). The solvent is C1=CC=CC=C1 (benzene). Reaction conditions: time 1 hour. Product: C(C)N1C(N(C2=C1C=CC(=C2)C=2C(=NN(C2)CCNCCOC)C=2C=C(C=CC2)C)CC)=O (1,3-Diethyl-5-{1-[2-(2-methoxy-ethylamino)-ethyl]-3-m-tolyl-1H-pyrazol-4-yl}-1,3-dihydro-benzoimidazol-2-one). Reaction SMILES: [CH2:1]([N:3]1[C:7]2[CH:8]=[CH:9][C:10]([C:12]3[C:13]([C:20]4[CH:21]=[C:22]([CH3:26])[CH:23]=[CH:24][CH:25]=4)=[N:14][N:15]([CH2:17][CH:18]=O)[CH:16]=3)=[CH:11][C:6]=2[N:5]([CH2:27][CH3:28])[C:4]1=[O:29])[CH3:2].[CH3:30][O:31][CH2:32][CH2:33][NH2:34]>C1C=CC=CC=1>[CH2:1]([N:3]1[C:7]2[CH:8]=[CH:9][C:10]([C:12]3[C:13]([C:20]4[CH:21]=[C:22]([CH3:26])[CH:23]=[CH:24][CH:25]=4)=[N:14][N:15]([CH2:17][CH2:18][NH:34][CH2:33][CH2:32][O:31][CH3:30])[CH:16]=3)=[CH:11][C:6]=2[N:5]([CH2:27][CH3:28])[C:4]1=[O:29])[CH3:2]. Procedure details: To a benzene (3 mL) solution of [4-(1,3-Diethyl-2-oxo-2,3-dihydro-1H-benzoimidazol-5-yl)-3-m-tolyl-pyrazol-1-yl]-acetaldehyde (0.034 g) was added methoxyethylamine (0.03 mL) and 4 Å molecular sieves. The reaction was allowed to stand at 23° C. for 1 hour then was filtered and concentrated. The resulting oil was diluted with methanol (2 mL), 4 Å molecular sieves were added and the mixture was treated with sodium cyanoborohydride (0.02 g). After stirring for 18 hours the mixture was poured onto et... Starting materials: ClC=1NC2=C(N1)C=C(C(=C2)Cl)C(F)(F)F (2,5-Dichloro-6-(trifluoromethyl)benzoimidazole), ClC=1C(=NC=C(C1)Cl)N1CCNCC1 (1-(3,5-dichloropyridin-2-yl)piperazine). The product is ClC1=CC2=C(NC(=N2)N2CCN(CC2)C2=NC=C(C=C2Cl)Cl)C=C1C(F)(F)F (5-Chloro-2-[4-(3,5-dichloro-pyridin-2-yl)-piperazin-1-yl]-6-trifluoromethyl-1H-benzoimidazole). As a reaction SMILES: Cl[C:2]1[NH:3][C:4]2[CH:10]=[C:9]([Cl:11])[C:8]([C:12]([F:15])([F:14])[F:13])=[CH:7][C:5]=2[N:6]=1.[Cl:16][C:17]1[C:18]([N:24]2[CH2:29][CH2:28][NH:27][CH2:26][CH2:25]2)=[N:19][CH:20]=[C:21]([Cl:23])[CH:22]=1>>[Cl:11][C:9]1[C:8]([C:12]([F:15])([F:14])[F:13])=[CH:7][C:5]2[NH:6][C:2]([N:27]3[CH2:28][CH2:29][N:24]([C:18]4[C:17]([Cl:16])=[CH:22][C:21]([Cl:23])=[CH:20][N:19]=4)[CH2:25][CH2:26]3)=[N:3][C:4]=2[CH:10]=1. Reported procedure: 2,5-Dichloro-6-(trifluoromethyl)benzoimidazole (255 mg, 1.0 mmol, Example 84c) reacted with 1-(3,5-dichloropyridin-2-yl)piperazine (232 mg, 1.0 mmol, Example 9a) under the conditions of Example 3c to give the title compound as a white solid. M.p. 93.5-196.4° C. MS (ESI, pos. ion) m/z: 452.0, 454.1 (M+1). Starting materials: C(C)C1CCNC=2C=C3C(=CC12)NC(C=C3O)=O (9-ethyl-4-hydroxy-6,7,8,9-tetrahydro-1H-pyrido[2,3-g]quinol-2-one), ice sodium chloride, O (water), [OH-].[K+] (potassium hydroxide), S(=O)(=O)(OC)OC (dimethyl sulfate), CN(C=O)C (dimethylformamide). Yields the product C(C)C1CCNC=2C=C3C(=CC12)N(C(C=C3OC)=O)C (9-Ethyl-4-methoxy-1-methyl-6,7,8,9-tetrahydro-1H-pyrido[2,3-g]quinol-2-one). RXN SMILES: [CH2:1]([CH:3]1[C:12]2[CH:11]=[C:10]3[NH:13][C:14](=O)[CH:15]=[C:16]([OH:17])[C:9]3=[CH:8][C:7]=2[NH:6][CH2:5][CH2:4]1)[CH3:2].[OH-].[K+].S([O:26][CH3:27])(OC)(=O)=O.O.[CH3:29]N(C)C=O>>[CH2:1]([CH:3]1[C:12]2[CH:11]=[C:10]3[N:13]([CH3:14])[C:27](=[O:26])[CH:15]=[C:16]([O:17][CH3:29])[C:9]3=[CH:8][C:7]=2[NH:6][CH2:5][CH2:4]1)[CH3:2] |f:1.2|. Reported procedure: 2 g (8.2 mmol) of 9-ethyl-4-hydroxy-6,7,8,9-tetrahydro-1H-pyrido[2,3-g]quinol-2-one are suspended in 25 ml of dimethylformamide and treated with 6.7 g (0.12 mol) of potassium hydroxide. 8.6 g (0.07 mol) of dimethyl sulfate are added dropwise thereto at at most 60° C. (cooling with ice/sodium chloride bath). The suspension is discharged into 200 ml of water. A well filterable precipitate is formed, which is filtered off with suction and dried. The reactants are O([Si](C)(C)C(C)(C)C)CCC1OC2=C(NC1=O)C=CC=C2 (2-(2-tert-butyldimethylsiloxyethyl)-3,4-dihydro-3-oxo-2H-1,4-benzoxazine), [N+](=O)([O-])C1=CC=C(CCl)C=C1 (4-nitrobenzyl chloride), [K+].[Br-] (KBr). Product: OCCC1OC2=C(N(C1=O)CC1=CC=C(C=C1)[N+](=O)[O-])C=CC=C2 (3,4-Dihydro-2-(2-hydroxyethyl)-4-(4-nitrobenzyl)-3-oxo-2H-1,4-benzoxazine). Isolated yield 89.0%. Reaction SMILES: [O:1]([CH2:9][CH2:10][CH:11]1[C:16](=[O:17])[NH:15][C:14]2[CH:18]=[CH:19][CH:20]=[CH:21][C:13]=2[O:12]1)[Si](C(C)(C)C)(C)C.[N+:22]([C:25]1[CH:32]=[CH:31][C:28]([CH2:29]Cl)=[CH:27][CH:26]=1)([O-:24])=[O:23].[K+].[Br-]>>[OH:1][CH2:9][CH2:10][CH:11]1[C:16](=[O:17])[N:15]([CH2:29][C:28]2[CH:31]=[CH:32][C:25]([N+:22]([O-:24])=[O:23])=[CH:26][CH:27]=2)[C:14]2[CH:18]=[CH:19][CH:20]=[CH:21][C:13]=2[O:12]1 |f:2.3|. Procedure: Prepared from 2-(2-tert-butyldimethylsiloxyethyl)-3,4-dihydro-3-oxo-2H-1,4-benzoxazine by methods F and I, alkylating with 4-nitrobenzyl chloride, in 89% yield, mp 124°-127° C.; MS (Cl) MH+ 329; IR (KBr) 3498, 3076, 2930, 2863, 1656, 1605, 1500, 1466, 1302, 1279, 1184, 1126, 982, 613 cm-1 ; 1H NMR (CDCl3) δ 8.20 (dd, 2H, J=2.0, 6.9 Hz), 7.40 (d, 2H, J=8.8 Hz), 7.03 (m, 2H), 6.93 (m, 1H), 6.75 (d, 1H, J=7.6 Hz), 5.25 (s, 2H), 4.88 (dd, 1H, J=5.4, 7.6 Hz), 3.93 (m, 2H), 2.38-2.17 (m, 2H), 2.10 (m,... The reactants are C(N)(OCC1=CC=CC=C1)=O (benzyl carbamate), O.C(C=O)(=O)O (glyoxylic acid hydrate), C=1(C(=CC=CC1)S(=O)(=O)O)C (toluenesulfonic acid). Solvent: CCCCCC (hexane). The product is C(CCC)OC(C(NC(=O)OCC1=CC=CC=C1)OCCCC)=O (N-Benzyloxycarbonyl-2-n-butoxyglycine n-butyl ester). Reaction SMILES: [C:1](=[O:11])([O:3][CH2:4][C:5]1[CH:10]=[CH:9][CH:8]=[CH:7][CH:6]=1)[NH2:2].O.[C:13]([OH:17])(=[O:16])[CH:14]=[O:15].C1(C)C(S(O)(=O)=O)=[CH:20][CH:21]=[CH:22][CH:23]=1>CCCCCC>[CH2:4]([O:16][C:13](=[O:17])[CH:14]([O:15][CH2:23][CH2:22][CH2:21][CH3:20])[NH:2][C:1]([O:3][CH2:4][C:5]1[CH:6]=[CH:7][CH:8]=[CH:9][CH:10]=1)=[O:11])[CH2:5][CH2:6][CH3:7] |f:1.2|. Reported procedure: A solution of 3.0 g. (0.02 mol.) of benzyl carbamate 1.8 g. (0.02 mol.) of glyoxylic acid hydrate and 0.1 g. of toluenesulfonic acid in 50 ml. of n-butanol was slowly distilled over a 1 hour period. The last of the solvent was removed in vacuo to give a residue which was dissolved in hexane and filtered to remove the p-toluenesulfonic acid. The filtrate was chromatographed on alumina (Woelm, activity II) and eluted with hexane. Concentration of the eluate in vacuo and molecular distillation of t... Reactants: Cn1c(COc2ccc(CC3SC(=O)N(C(c4ccccc4)(c4ccccc4)c4ccccc4)C3=O)cc2)nc2ccc(Oc3ccc(C#N)cc3)cc21, CC(=O)O. Yields the product Cn1c(COc2ccc(CC3SC(=O)NC3=O)cc2)nc2ccc(Oc3ccc(C#N)cc3)cc21. RXN SMILES: [C:1](#[N:2])[c:3]1[cH:4][cH:5][c:6]([O:7][c:8]2[cH:9][cH:10][c:11]3[c:12]([n:13]([CH3:51])[c:14]([CH2:16][O:17][c:18]4[cH:19][cH:20][c:21]([CH2:22][CH:23]5[C:24](=[O:48])[N:25]([C:29]([c:30]6[cH:31][cH:32][cH:33][cH:34][cH:35]6)([c:36]6[cH:37][cH:38][cH:39][cH:40][cH:41]6)[c:42]6[cH:43][cH:44][cH:45][cH:46][cH:47]6)[C:26](=[O:28])[S:27]5)[cH:49][cH:50]4)[n:15]3)[cH:52]2)[cH:53][cH:54]1.[CH3:55][C:56](=[O:57])[OH:58]>>[C:1](#[N:2])[c:3]1[cH:4][cH:5][c:6]([O:7][c:8]2[cH:9][cH:10][c:11]3[c:12]([n:13]([CH3:51])[c:14]([CH2:16][O:17][c:18]4[cH:19][cH:20][c:21]([CH2:22][CH:23]5[C:24](=[O:48])[NH:25][C:26](=[O:28])[S:27]5)[cH:49][cH:50]4)[n:15]3)[cH:52]2)[cH:53][cH:54]1.